This data is from the Open Reaction Database (ORD), a public repository of structured organic reaction records. The task is: describe an organic reaction: reactants, conditions, products, and yield Starting materials: BrC1=C(C=C(C#N)C=C1)F (4-bromo-3-fluorobenzonitrile), ClC1=CC=C(C(=C1O)F)C (6-chloro-2-fluoro-3-methylphenol), C1COCCOCCOCCOCCOCCO1 (18-crown-6), CC(C)([O-])C.[K+] (potassium tert-butoxide). Solvent: CS(=O)C (DMSO), CCOC(=O)C (EtOAc). Conditions: time 30 minute. Product: ClC1=CC=C(C(=C1OC1=C(C=C(C#N)C=C1)F)F)C (4-[(6-chloro-2-fluoro-3-methylphenyl)oxy]-3-fluorobenzonitrile). The yield is 80.5%. RXN SMILES: [Cl:1][C:2]1[C:7]([OH:8])=[C:6]([F:9])[C:5]([CH3:10])=[CH:4][CH:3]=1.C1OCCOCCOCCOCCOCCOC1.CC(C)([O-])C.[K+].Br[C:36]1[CH:43]=[CH:42][C:39]([C:40]#[N:41])=[CH:38][C:37]=1[F:44]>CS(C)=O.CCOC(C)=O>[Cl:1][C:2]1[C:7]([O:8][C:36]2[CH:43]=[CH:42][C:39]([C:40]#[N:41])=[CH:38][C:37]=2[F:44])=[C:6]([F:9])[C:5]([CH3:10])=[CH:4][CH:3]=1 |f:2.3|. Procedure: To a solution of 6-chloro-2-fluoro-3-methylphenol (3.25 g, 20.24 mmol) and 18-crown-6 (0.535 g, 2.024 mmol) in DMSO (40 ml) was added potassium tert-butoxide (20 wt % in THF) (12.49 g, 22.26 mmol) and the reaction mixture was stirred at rt for 30 minutes. Next, 4-bromo-3-fluorobenzonitrile (4.05 g, 20.24 mmol) was added and the reaction mixture stirred at 135° C. for 3 days. The reaction mixture was diluted with EtOAc and washed with water. The solvent was removed and the crude material was puri... The reactants are CN1Cc2c(Br)ccc([N+](=O)[O-])c2C1=O, CCN(C(C)C)C(C)C, COC(=O)C1CCNCC1, CN(C)C=O. Product: COC(=O)C1CCN(c2ccc([N+](=O)[O-])c3c2CN(C)C3=O)CC1. As a reaction SMILES: [Br:1][c:2]1[c:3]2[c:7]([c:8]([N+:11](=[O:12])[O-:13])[cH:9][cH:10]1)[C:6](=[O:14])[N:5]([CH3:15])[CH2:4]2.[CH:26]([N:27]([CH2:28][CH3:29])[CH:30]([CH3:31])[CH3:32])([CH3:33])[CH3:34].[NH:16]1[CH2:17][CH2:18][CH:19]([C:20](=[O:21])[O:22][CH3:23])[CH2:24][CH2:25]1.[O:35]=[CH:36][N:37]([CH3:38])[CH3:39]>>[c:2]1([N:16]2[CH2:17][CH2:18][CH:19]([C:20](=[O:21])[O:22][CH3:23])[CH2:24][CH2:25]2)[c:3]2[c:7]([c:8]([N+:11](=[O:12])[O-:13])[cH:9][cH:10]1)[C:6](=[O:14])[N:5]([CH3:15])[CH2:4]2. The reactants are COC(=O)C#N, C1CCOC1, O=C1CCC(CCOCc2ccccc2)CC1, CN(C)P(=O)(N(C)C)N(C)C, CC(C)[N-]C(C)C, [Li+]. Reaction SMILES: [C:37](#[N:38])[C:39](=[O:40])[O:41][CH3:42].[CH2:43]1[O:44][CH2:45][CH2:46][CH2:47]1.[CH2:9]([c:10]1[cH:11][cH:12][cH:13][cH:14][cH:15]1)[O:16][CH2:17][CH2:18][CH:19]1[CH2:20][CH2:21][C:22](=[O:25])[CH2:23][CH2:24]1.[CH3:26][N:27]([CH3:28])[P:29]([N:30]([CH3:31])[CH3:32])([N:33]([CH3:34])[CH3:35])=[O:36].[CH3:2][CH:3]([N-:4][CH:5]([CH3:6])[CH3:7])[CH3:8].[Li+:1]>>[CH2:9]([c:10]1[cH:11][cH:12][cH:13][cH:14][cH:15]1)[O:16][CH2:17][CH2:18][CH:19]1[CH2:20][CH2:21][C:22](=[O:25])[CH:23]([C:39](=[O:40])[O:41][CH3:42])[CH2:24]1. The product is COC(=O)C1CC(CCOCc2ccccc2)CCC1=O. The reactants are CC(O)C(O)C1CNc2[nH]c(N=CN(C)C)nc(=O)c2N1C(=O)OC(C)(C)C, CCC(C)C(NC(=O)OC(C)(C)C)C(=O)O. Yields the product CCC(C)C(NC(=O)OC(C)(C)C)C(=O)OC(C)C(O)C1CNc2[nH]c(N=CN(C)C)nc(=O)c2N1C(=O)OC(C)(C)C. As a reaction SMILES: [C:1]([CH3:2])([CH3:3])([CH3:4])[O:5][C:6](=[O:7])[N:8]1[c:9]2[c:10](=[O:28])[n:11][c:12]([N:23]=[CH:24][N:25]([CH3:26])[CH3:27])[nH:13][c:14]2[NH:15][CH2:16][CH:17]1[CH:18]([CH:19]([CH3:20])[OH:21])[OH:22].[C:29](=[O:30])([O:31][C:32]([CH3:33])([CH3:34])[CH3:35])[NH:36][CH:37]([CH:38]([CH3:39])[CH2:40][CH3:41])[C:42](=[O:43])[OH:44]>>[C:1]([CH3:2])([CH3:3])([CH3:4])[O:5][C:6](=[O:7])[N:8]1[c:9]2[c:10](=[O:28])[n:11][c:12]([N:23]=[CH:24][N:25]([CH3:26])[CH3:27])[nH:13][c:14]2[NH:15][CH2:16][CH:17]1[CH:18]([CH:19]([CH3:20])[O:21][C:42]([CH:37]([NH:36][C:29](=[O:30])[O:31][C:32]([CH3:33])([CH3:34])[CH3:35])[CH:38]([CH3:39])[CH2:40][CH3:41])=[O:43])[OH:22]. Reactants: O=C([O-])[O-], CCO, CC(C)C(C)(C)C(=O)CCl, [K+], [K+], c1nc[nH]n1. Product: CC(C)C(C)(C)C(=O)Cn1cncn1. As a reaction SMILES: [C:16](=[O:17])([O-:18])[O-:19].[CH3:22][CH2:23][OH:24].[Cl:1][CH2:2][C:3]([C:4]([CH:5]([CH3:6])[CH3:7])([CH3:8])[CH3:9])=[O:10].[K+:20].[K+:21].[nH:11]1[n:12][cH:13][n:14][cH:15]1>>[CH2:2]([C:3]([C:4]([CH:5]([CH3:6])[CH3:7])([CH3:8])[CH3:9])=[O:10])[n:11]1[n:12][cH:13][n:14][cH:15]1. Starting materials: FC(C(C(F)(F)F)(O)C=1C=C2CC(NC2=CC1)C)(F)F (1,1,1,3,3,3-hexafluoro-2-(2-methyl-2,3-dihydro-1H-indol-5-yl)-propan-2-ol), C(C1=CC=CC=C1)C=1OC(=C(N1)CCl)C (2-benzyl-4-chloromethyl-5-methyl-oxazole), FC(C(C(F)(F)F)(O)C=1C=C2CC(N(C2=CC1)CC=1N=C(OC1C)C=CC1=CC=CC=C1)C)(F)F (1,1,1,3,3,3-hexafluoro-2-[2-methyl-1-(5-methyl-2-styryl-oxazol-4-ylmethyl)-2,3-dihydro-1H-indol-5-yl]-propan-2-ol). Yields the product C(C1=CC=CC=C1)C=1OC(=C(N1)CN1C(CC2=CC(=CC=C12)C(C(F)(F)F)(C(F)(F)F)O)C)C (2-[1-(2-benzyl-5-methyl-oxazol-4-ylmethyl)-2-methyl-2,3-dihydro-1H-indol-5-yl]-1,1,1,3,3,3-hexafluoro-propan-2-ol). Reaction SMILES: [F:1][C:2]([F:20])([F:19])[C:3]([C:9]1[CH:10]=[C:11]2[C:15](=[CH:16][CH:17]=1)[NH:14][CH:13]([CH3:18])[CH2:12]2)([OH:8])[C:4]([F:7])([F:6])[F:5].[CH2:21]([C:28]1[O:29][C:30]([CH3:35])=[C:31]([CH2:33]Cl)[N:32]=1)[C:22]1[CH:27]=[CH:26][CH:25]=[CH:24][CH:23]=1.FC(F)(F)C(C1C=C2C(=CC=1)N(CC1N=C(C=CC3C=CC=CC=3)OC=1C)C(C)C2)(O)C(F)(F)F>>[CH2:21]([C:28]1[O:29][C:30]([CH3:35])=[C:31]([CH2:33][N:14]2[C:15]3[C:11](=[CH:10][C:9]([C:3]([OH:8])([C:2]([F:1])([F:19])[F:20])[C:4]([F:7])([F:6])[F:5])=[CH:17][CH:16]=3)[CH2:12][CH:13]2[CH3:18])[N:32]=1)[C:22]1[CH:23]=[CH:24][CH:25]=[CH:26][CH:27]=1. Reported procedure: In analogy to example 75.2, from 1,1,1,3,3,3-hexafluoro-2-(2-methyl-2,3-dihydro-1H-indol-5-yl)-propan-2-ol (example 51.1) and 2-benzyl-4-chloromethyl-5-methyl-oxazole was prepared 1,1,1,3,3,3-hexafluoro-2-[2-methyl-1-(5-methyl-2-styryl-oxazol-4-ylmethyl)-2,3-dihydro-1H-indol-5-yl]-propan-2-ol, red oil, MS: 485 (MH+). Reactants: CCO, Cl, O=C(Cc1ccc(O)cc1O)N1CCN(Cc2ccccc2)CC1. Yields the product Cl, O=C(Cc1ccc(O)cc1O)N1CCNCC1. RXN SMILES: [CH3:26][CH2:27][OH:28].[ClH:1].[OH:2][c:3]1[c:4]([CH2:10][C:11](=[O:12])[N:13]2[CH2:14][CH2:15][N:16]([CH2:19][c:20]3[cH:21][cH:22][cH:23][cH:24][cH:25]3)[CH2:17][CH2:18]2)[cH:5][cH:6][c:7]([OH:9])[cH:8]1>>[ClH:1].[OH:2][c:3]1[c:4]([CH2:10][C:11](=[O:12])[N:13]2[CH2:14][CH2:15][NH:16][CH2:17][CH2:18]2)[cH:5][cH:6][c:7]([OH:9])[cH:8]1. The reactants are N#Cc1ccc(Br)c2ncccc12, O, O=S(=O)(O)O. Yields the product O=C(O)c1ccc(Br)c2ncccc12. Reaction SMILES: [Br:1][c:2]1[cH:3][cH:4][c:5]([C:12]#[N:13])[c:6]2[cH:7][cH:8][cH:9][n:10][c:11]12.[OH2:19].[S:14]([OH:15])(=[O:16])(=[O:17])[OH:18]>>[Br:1][c:2]1[cH:3][cH:4][c:5]([C:12]([OH:15])=[O:19])[c:6]2[cH:7][cH:8][cH:9][n:10][c:11]12. Starting materials: CN(C)C=O, CC1CC(=O)NN=C1c1ccc(N)cc1, O=C1CCSCC(C(=O)O)N1. Product: CC1CC(=O)NN=C1c1ccc(NC(=O)C2CSCCC(=O)N2)cc1. As a reaction SMILES: [CH3:27][N:28]([CH3:29])[CH:30]=[O:31].[NH2:12][c:13]1[cH:14][cH:15][c:16]([C:19]2=[N:24][NH:23][C:22](=[O:25])[CH2:21][CH:20]2[CH3:26])[cH:17][cH:18]1.[O:1]=[C:2]1[NH:3][CH:4]([C:9](=[O:10])[OH:11])[CH2:5][S:6][CH2:7][CH2:8]1>>[O:1]=[C:2]1[NH:3][CH:4]([C:9](=[O:11])[NH:12][c:13]2[cH:14][cH:15][c:16]([C:19]3=[N:24][NH:23][C:22](=[O:25])[CH2:21][CH:20]3[CH3:26])[cH:17][cH:18]2)[CH2:5][S:6][CH2:7][CH2:8]1. Reactants: N, C1COCCO1, O=S(=O)(Cl)c1ccc(N2CCOCC2)nc1. Product: NS(=O)(=O)c1ccc(N2CCOCC2)nc1. As a reaction SMILES: [NH3:17].[O:18]1[CH2:19][CH2:20][O:21][CH2:22][CH2:23]1.[O:1]1[CH2:2][CH2:3][N:4]([c:7]2[cH:8][cH:9][c:10]([S:13](=[O:14])(=[O:15])[Cl:16])[cH:11][n:12]2)[CH2:5][CH2:6]1>>[O:1]1[CH2:2][CH2:3][N:4]([c:7]2[cH:8][cH:9][c:10]([S:13](=[O:14])(=[O:15])[NH2:17])[cH:11][n:12]2)[CH2:5][CH2:6]1.